Task: describe an organic reaction: reactants, conditions, products, and yield. Dataset: the Open Reaction Database (ORD), a public repository of structured organic reaction records The reactants are BrC=1N=CSC1 (4-Bromothiazole), C(#C)N1C2=C(C=3C=C(C=CC13)C)CN(CC2)C (5-ethynyl-2,8-dimethyl-2,3,4,5-tetrahydro-1H-pyrido[4,3-b]indole), dichlorobistrifluorophosphine palladium, O.O.O.[F-].C(CCC)[N+](CCCC)(CCCC)CCCC (tetrabutylammonium fluoride trihydrate). Solvent: O (water). Conditions: temperature 85 celsius. Product: FC(=CN1C2=C(C=3C=C(C=CC13)C)CN(CC2)C)C=2N=CSC2 (5-(2-Fluoro-2-thiazol-4-yl-vinyl)-2,8-dimethyl-2,3,4,5-tetrahydro-1H-pyrido[4,3-b]indole). Yield: 3.5%. Reaction SMILES: Br[C:2]1[N:3]=[CH:4][S:5][CH:6]=1.[C:7]([N:9]1[C:17]2[CH:16]=[CH:15][C:14]([CH3:18])=[CH:13][C:12]=2[C:11]2[CH2:19][N:20]([CH3:23])[CH2:21][CH2:22][C:10]1=2)#[CH:8].O.O.O.[F-:27].C([N+](CCCC)(CCCC)CCCC)CCC>O>[F:27][C:8]([C:2]1[N:3]=[CH:4][S:5][CH:6]=1)=[CH:7][N:9]1[C:17]2[CH:16]=[CH:15][C:14]([CH3:18])=[CH:13][C:12]=2[C:11]2[CH2:19][N:20]([CH3:23])[CH2:21][CH2:22][C:10]1=2 |f:2.3.4.5.6|. Procedure: 4-Bromothiazole (100 mg, 0.609 mmol), 5-ethynyl-2,8-dimethyl-2,3,4,5-tetrahydro-1H-pyrido[4,3-b]indole 163 mg, 0.731 mmol), dichlorobistrifluorophosphine palladium (12 mg, 0.01 mmol) and tetrabutylammonium fluoride trihydrate (575 mg, 1.827 mmol) were charged in a microwave vial and heated to 85° C. for 5 min in microwave oven. On completion of reaction (as observed by LCMS), the reaction mixture was poured into 20 mL water and compound extracted with EtOAc (3×50 mL). The combined organic layers... Starting materials: ClCCl, O=[O+][O-], C=CCC(C)(O)c1ccccc1. Yields the product CC(O)(CCO)c1ccccc1. Reaction SMILES: [Cl:16][CH2:17][Cl:18].[O-:13][O+:14]=[O:15].[c:1]1([C:7]([CH3:8])([CH2:9][CH:10]=[CH2:11])[OH:12])[cH:2][cH:3][cH:4][cH:5][cH:6]1>>[c:1]1([C:7]([CH3:8])([CH2:9][CH2:10][OH:13])[OH:12])[cH:2][cH:3][cH:4][cH:5][cH:6]1. Product: Cc1nc(CNCCO)cs1. Reactants: Cc1nc(CCl)cs1, ClCCl, NCCO. RXN SMILES: [CH3:1][c:2]1[s:3][cH:4][c:5]([CH2:7][Cl:8])[n:6]1.[Cl:13][CH2:14][Cl:15].[NH2:9][CH2:10][CH2:11][OH:12]>>[CH3:1][c:2]1[s:3][cH:4][c:5]([CH2:7][NH:9][CH2:10][CH2:11][OH:12])[n:6]1. The reactants are COC(=O)c1cc(S(C)(=O)=O)c(Br)cc1C, FS(F)(F)(F)(F)c1ccc(S)cc1, [K+], [K+], O=C([O-])[O-], CN(C)C=O, O. Yields the product COC(=O)c1cc(S(C)(=O)=O)c(Sc2ccc(S(F)(F)(F)(F)F)cc2)cc1C. As a reaction SMILES: [Br:14][c:15]1[cH:16][c:17]([CH3:29])[c:18]([C:19](=[O:20])[O:21][CH3:22])[cH:23][c:24]1[S:25](=[O:26])(=[O:27])[CH3:28].[F:1][S:2]([c:3]1[cH:4][cH:5][c:6]([SH:9])[cH:7][cH:8]1)([F:10])([F:11])([F:12])[F:13].[K+:30].[K+:31].[O-:32][C:33]([O-:34])=[O:35].[O:37]=[CH:38][N:39]([CH3:40])[CH3:41].[OH2:36]>>[F:1][S:2]([c:3]1[cH:4][cH:5][c:6]([S:9][c:15]2[cH:16][c:17]([CH3:29])[c:18]([C:19](=[O:20])[O:21][CH3:22])[cH:23][c:24]2[S:25](=[O:26])(=[O:27])[CH3:28])[cH:7][cH:8]1)([F:10])([F:11])([F:12])[F:13]. The reactants are FC(C1=CC=C(C=C1)C(=O)NC1=CC(=C(C=C1)C)NC1=NC=CC(=N1)C=1C=NC=CC1)NC1CN(CC1)C ((4-{fluoro[(1-methylpyrrolidin-3-yl)amino]methyl}phenyl)-N-{4-methyl-3-[(4-(3-pyridyl)pyrimidin-2-yl)amino]phenyl}carboxamide), C=O (HCHO). Product: FC(C1=CC=C(C=C1)C(=O)NC1=CC(=C(C=C1)C)NC1=NC=CC(=N1)C=1C=NC=CC1)N(C1CN(CC1)C)C ((4-{fluoro[methyl(1-methylpyrrolidin-3-yl)amino]methyl}-phenyl)-N-{4-methyl-3-[(4-(3-pyridyl)pyrimidin-2-yl)amino]phenyl}carboxamide). Reaction SMILES: [F:1][CH:2]([NH:32][CH:33]1[CH2:37][CH2:36][N:35]([CH3:38])[CH2:34]1)[C:3]1[CH:8]=[CH:7][C:6]([C:9]([NH:11][C:12]2[CH:17]=[CH:16][C:15]([CH3:18])=[C:14]([NH:19][C:20]3[N:25]=[C:24]([C:26]4[CH:27]=[N:28][CH:29]=[CH:30][CH:31]=4)[CH:23]=[CH:22][N:21]=3)[CH:13]=2)=[O:10])=[CH:5][CH:4]=1.[CH2:39]=O>>[F:1][CH:2]([N:32]([CH3:39])[CH:33]1[CH2:37][CH2:36][N:35]([CH3:38])[CH2:34]1)[C:3]1[CH:8]=[CH:7][C:6]([C:9]([NH:11][C:12]2[CH:17]=[CH:16][C:15]([CH3:18])=[C:14]([NH:19][C:20]3[N:25]=[C:24]([C:26]4[CH:27]=[N:28][CH:29]=[CH:30][CH:31]=4)[CH:23]=[CH:22][N:21]=3)[CH:13]=2)=[O:10])=[CH:5][CH:4]=1. Procedure details: The product from Example 11 was methylated via reductive amination with HCHO/NaBHCN afforded the title compound. Mass: (M+1), 526.